Dataset: the Open Reaction Database (ORD), a public repository of structured organic reaction records. Task: describe an organic reaction: reactants, conditions, products, and yield Reactants: CS(C)=O, CCOC(C)=O, N#CC1CCCN1C(=O)CCl, [K+], [K+], NC12CC3CC1CC(c1ccc(N4CCCC4=O)cc1)(C3)C2, O=C([O-])[O-]. The product is N#CC1CCCN1C(=O)CNC12CC3CC1CC(c1ccc(N4CCCC4=O)cc1)(C3)C2. RXN SMILES: [CH3:40][S:41]([CH3:42])=[O:43].[CH3:44][CH2:45][O:46][C:47]([CH3:48])=[O:49].[Cl:29][CH2:30][C:31](=[O:32])[N:33]1[CH:34]([C:38]#[N:39])[CH2:35][CH2:36][CH2:37]1.[K+:23].[K+:24].[NH2:1][C:2]12[CH2:3][C:4]3([c:11]4[cH:12][cH:13][c:14]([N:17]5[C:18](=[O:22])[CH2:19][CH2:20][CH2:21]5)[cH:15][cH:16]4)[CH2:5][CH:6]1[CH2:7][CH:8]([CH2:9]2)[CH2:10]3.[O-:25][C:26]([O-:27])=[O:28]>>[NH:1]([C:2]12[CH2:3][C:4]3([c:11]4[cH:12][cH:13][c:14]([N:17]5[C:18](=[O:22])[CH2:19][CH2:20][CH2:21]5)[cH:15][cH:16]4)[CH2:5][CH:6]1[CH2:7][CH:8]([CH2:9]2)[CH2:10]3)[CH2:30][C:31](=[O:32])[N:33]1[CH:34]([C:38]#[N:39])[CH2:35][CH2:36][CH2:37]1. RXN SMILES: [OH:1][C:2]1[CH:9]=[CH:8][C:7]([O:10][CH3:11])=[CH:6][C:3]=1[CH:4]=O.Cl.[NH2:13]O.C([O-])=O.[Na+]>C(O)=O>[C:4]([C:3]1[CH:6]=[C:7]([O:10][CH3:11])[CH:8]=[CH:9][C:2]=1[OH:1])#[N:13] |f:1.2,3.4|. Yields the product C(#N)C1=C(C=CC(=C1)OC)O (2-cyano-4-methoxyphenol). Run in C(=O)O (formic acid). The reactants are OC1=C(C=O)C=C(C=C1)OC (2-hydroxy-5-methoxybenzaldehyde), Cl.NO (hydroxylamine hydrochloride), C(=O)[O-].[Na+] (sodium formate). Procedure: To a solution of 2-hydroxy-5-methoxybenzaldehyde (4.00 g) in formic acid (30 ml) were added hydroxylamine hydrochloride (2.01 g) and sodium formate (3.22 g) at room temperature and the mixture was refluxed for 2 hours. The reaction mixture was concentrated. the residue was diluted with water and was extracted with t-butyl methyl ether. The extract was washed with water, dried over anhydrous magnesium sulfate and concentrated. The residue was washed with a mixture of t-butyl methyl ether and hexa... Isolated yield 51.5%. Reactants: Cc1ncc[nH]1, COc1ccc(CNc2nc(Cl)nc3sc(C(F)(F)F)cc23)cc1Cl. Yields the product COc1ccc(CNc2nc(-n3ccnc3C)nc3sc(C(F)(F)F)cc23)cc1Cl. As a reaction SMILES: [CH3:1][c:2]1[nH:3][cH:4][cH:5][n:6]1.[Cl:7][c:8]1[n:9][c:10]([NH:21][CH2:22][c:23]2[cH:24][c:25]([Cl:31])[c:26]([O:29][CH3:30])[cH:27][cH:28]2)[c:11]2[c:12]([n:13]1)[s:14][c:15]([C:17]([F:18])([F:19])[F:20])[cH:16]2>>[CH3:1][c:2]1[n:3](-[c:8]2[n:9][c:10]([NH:21][CH2:22][c:23]3[cH:24][c:25]([Cl:31])[c:26]([O:29][CH3:30])[cH:27][cH:28]3)[c:11]3[c:12]([n:13]2)[s:14][c:15]([C:17]([F:18])([F:19])[F:20])[cH:16]3)[cH:4][cH:5][n:6]1. Starting materials: NC=1C(=C(C(=O)O)C(=C(C1I)N(C(C)=O)C)I)I (3-amino-5-(N-methylacetamido)-2,4,6-triiodobenzoic acid), C1(CCCC(=O)O1)=O (glutaric anhydride), S(O)(O)(=O)=O (sulfuric acid). The solvent is O (water). Yields the product C(=O)(O)C=1C(=C(NC(CCCC(=O)O)=O)C(=C(C1I)N(C(C)=O)C)I)I (3'-carboxy-5'-(N-methylacetamido)-2',4',6'-triiodoglutaranilic acid). As a reaction SMILES: [NH2:1][C:2]1[C:3]([I:18])=[C:4]([C:8]([I:17])=[C:9]([N:12]([CH3:16])[C:13](=[O:15])[CH3:14])[C:10]=1[I:11])[C:5]([OH:7])=[O:6].[C:19]1(=[O:26])[O:25][C:23](=[O:24])[CH2:22][CH2:21][CH2:20]1.S(=O)(=O)(O)O>O>[C:5]([C:4]1[C:3]([I:18])=[C:2]([C:10]([I:11])=[C:9]([N:12]([CH3:16])[C:13](=[O:15])[CH3:14])[C:8]=1[I:17])[NH:1][C:19](=[O:26])[CH2:20][CH2:21][CH2:22][C:23]([OH:25])=[O:24])([OH:7])=[O:6]. Procedure details: A mixture of 58.6 g. of 3-amino-5-(N-methylacetamido)-2,4,6-triiodobenzoic acid, 74 g. of glutaric anhydride and 8 ml. of concentrated sulfuric acid was heated on a steam bath for five hours. The reaction mixture was poured into water and the solid product collected by filtration. The product, consisting of 3-glutarimido-5-(N-methylacetamido)-2,4,6-triiodobenzoic acid (Example 1) was dissolved in excess dilute aqueous sodium hydroxide, and the solution warmed for thirty minutes, then cooled and ... Reactants: CCOc1ccccc1OCCN(C(=O)OC(C)(C)C)C(C)Cc1cc(C#N)c2c(c1)CCN2C(C)=O, CC(=O)O, CCO. Reaction SMILES: [C:1](=[O:2])([CH3:3])[N:4]1[CH2:5][CH2:6][c:7]2[cH:8][c:9]([CH2:15][CH:16]([CH3:17])[N:18]([C:19](=[O:20])[O:21][C:22]([CH3:23])([CH3:24])[CH3:25])[CH2:26][CH2:27][O:28][c:29]3[c:30]([O:35][CH2:36][CH3:37])[cH:31][cH:32][cH:33][cH:34]3)[cH:10][c:11]([C:13]#[N:14])[c:12]21.[CH3:38][C:39](=[O:40])[OH:41].[CH3:42][CH2:43][OH:44]>>[NH:4]1[CH2:5][CH2:6][c:7]2[cH:8][c:9]([CH2:15][CH:16]([CH3:17])[N:18]([C:19](=[O:20])[O:21][C:22]([CH3:23])([CH3:24])[CH3:25])[CH2:26][CH2:27][O:28][c:29]3[c:30]([O:35][CH2:36][CH3:37])[cH:31][cH:32][cH:33][cH:34]3)[cH:10][c:11]([C:13]#[N:14])[c:12]21. Yields the product CCOc1ccccc1OCCN(C(=O)OC(C)(C)C)C(C)Cc1cc(C#N)c2c(c1)CCN2. Reactants: BrCCOC1CCCCO1, CCCC[N+](CCCC)(CCCC)CCCC, CCOC(C)=O, [I-], [N-]=[N+]=[N-], [Na+], CN(C)C=O, O. Product: [N-]=[N+]=NCCOC1CCCCO1. Reaction SMILES: [Br:1][CH2:2][CH2:3][O:4][CH:5]1[O:6][CH2:7][CH2:8][CH2:9][CH2:10]1.[CH2:23]([N+:24]([CH2:25][CH2:26][CH2:27][CH3:28])([CH2:29][CH2:30][CH2:31][CH3:32])[CH2:33][CH2:34][CH2:35][CH3:36])[CH2:37][CH2:38][CH3:39].[CH3:15][CH2:16][O:17][C:18]([CH3:19])=[O:20].[I-:22].[N-:11]=[N+:12]=[N-:13].[Na+:14].[O:40]=[CH:41][N:42]([CH3:43])[CH3:44].[OH2:21]>>[CH2:2]([CH2:3][O:4][CH:5]1[O:6][CH2:7][CH2:8][CH2:9][CH2:10]1)[N:11]=[N+:12]=[N-:13]. As a reaction SMILES: [CH2:3]([c:4]1[cH:5][cH:6][cH:7][cH:8][cH:9]1)[O:10][c:11]1[c:12]([C:13]#[N:14])[c:15]([O:23][CH3:24])[cH:16][c:17]([C:19]([F:20])([F:21])[F:22])[cH:18]1.[CH3:26][CH2:27][OH:28].[Na+:2].[OH-:1].[OH2:25]>>[O:1]=[C:13]([c:12]1[c:11]([O:10][CH2:3][c:4]2[cH:5][cH:6][cH:7][cH:8][cH:9]2)[cH:18][c:17]([C:19]([F:20])([F:21])[F:22])[cH:16][c:15]1[O:23][CH3:24])[NH2:14]. Product: COc1cc(C(F)(F)F)cc(OCc2ccccc2)c1C(N)=O. Starting materials: COc1cc(C(F)(F)F)cc(OCc2ccccc2)c1C#N, CCO, [Na+], [OH-], O. Reactants: P(=O)(Br)(Br)Br (POBr3), FC1=CC=C(C=C1)CC=1C=C(C(NC1)=O)[N+](=O)[O-] (5-[(4-fluorophenyl)methyl]-3-nitro-2(1H)-pyridinone), [OH-].[Na+] (NaOH), CN(C)C=O (DMF). Solvent: C1(=CC=CC=C1)C (toluene), C1(=CC=CC=C1)C (toluene), O (water). Yields the product BrC1=NC=C(C=C1[N+](=O)[O-])CC1=CC=C(C=C1)F (2-bromo-5-[(4-fluorophenyl)methyl]-3-nitropyridine). RXN SMILES: P(Br)(Br)([Br:3])=O.[F:6][C:7]1[CH:12]=[CH:11][C:10]([CH2:13][C:14]2[CH:15]=[C:16]([N+:21]([O-:23])=[O:22])[C:17](=O)[NH:18][CH:19]=2)=[CH:9][CH:8]=1.CN(C=O)C.[OH-].[Na+]>C1(C)C=CC=CC=1.O>[Br:3][C:17]1[C:16]([N+:21]([O-:23])=[O:22])=[CH:15][C:14]([CH2:13][C:10]2[CH:11]=[CH:12][C:7]([F:6])=[CH:8][CH:9]=2)=[CH:19][N:18]=1 |f:3.4|. Procedure details: A solution of POBr3 (227 g, 0.79 mol) in toluene (900 mL) was added slowly to a stirred suspension of 5-[(4-fluorophenyl)methyl]-3-nitro-2(1H)-pyridinone (179 g, 0.72 mol) in toluene (900 mL). The mixture was heated to reflux; then cooled to rt and DMF (56 mL, 0.72 mol) was added slowly; the mixture was again heated to reflux and then allowed to cool to rt overnight. After cooling the mixture in an ice-bath, water (500 mL) was added slowly followed by dropwise addition 4 N NaOH (450 mL, 1.76 mol... The reactants are BrN1C(CCC1=O)=O (N-bromosuccinimide), C(C1=CC=CC=C1)(=O)OOC(C1=CC=CC=C1)=O (benzoyl peroxide), CN1C(C(=NC2=CC=CC=C12)C)=O (1,3-dimethyl-2(1H)-quinoxalinone). The solvent is C(Cl)(Cl)(Cl)Cl (carbon tetrachloride). The product is CN1C(C(=NC2=CC=CC=C12)CBr)=O (1-Methyl-3-bromomethyl-2(1H)-quinoxalinone). Reaction SMILES: [Br:1]N1C(=O)CCC1=O.C(OOC(=O)C1C=CC=CC=1)(=O)C1C=CC=CC=1.[CH3:27][N:28]1[C:37]2[C:32](=[CH:33][CH:34]=[CH:35][CH:36]=2)[N:31]=[C:30]([CH3:38])[C:29]1=[O:39]>C(Cl)(Cl)(Cl)Cl>[CH3:27][N:28]1[C:37]2[C:32](=[CH:33][CH:34]=[CH:35][CH:36]=2)[N:31]=[C:30]([CH2:38][Br:1])[C:29]1=[O:39]. Procedure details: N-bromosuccinimide (3.36 g., 0.0189 mol.) and benzoyl peroxide (0.06 g.) were added to a solution of 1,3-dimethyl-2(1H)-quinoxalinone (3.0 g., 0.017 mol.) in carbon tetrachloride (250 ml.). The mixture was heated at reflux for four hours. Removal of the solvent left a tan solid. Chromatography on silica gel with methylenechloride as the eluent gave a tan solid. Recrystallization from methylene chloride gave light tan needles. (2.33 g., m.p. 192.5°-193.5°. 53%).